Task: describe an organic reaction: reactants, conditions, products, and yield. Dataset: the Open Reaction Database (ORD), a public repository of structured organic reaction records The reactants are C(C)(C)(C)OC(=O)N1[C@@H]2C[C@@H]2C[C@H]1C=1NC(=CN1)C=1C=C2C=CC(=CC2=CC1)C1=CC=C(C=C1)C1=CN=C(N1)[C@H]1N([C@@H]2C[C@@H]2C1)C(=O)OC(C)(C)C ((1R,3S,5R)-tert-butyl 3-(5-(4-(6-(2-((1R,3S,5R)-2-(tert-butoxycarbonyl)-2-azabicyclo[3.1.0]hexan-3-yl)-1H-imidazol-5-yl)naphthalen-2-yl)phenyl)-1H-imidazol-2-yl)-2-azabicyclo[3.1.0]hexane-2-carboxylate), C(=O)(C(F)(F)F)O (TFA). The solvent is C(Cl)Cl (DCM). Run at time 2 hour. The product is C(=O)(C(F)(F)F)O (TFA), [C@@H]12N[C@@H](C[C@H]2C1)C=1NC=C(N1)C=1C=C2C=CC(=CC2=CC1)C1=CC=C(C=C1)C=1N=C(NC1)[C@H]1N[C@@H]2C[C@@H]2C1 ((1R,3S,5R)-3-(4-(4-(6-(2-((1R,3S,5R)-2-azabicyclo[3.1.0]hex-3-yl)-1H-imidazol-4-yl)-2-naphthyl)phenyl)-1H-imidazol-2-yl)-2-azabicyclo[3.1.0]hexane). The yield is 54.0%. Reaction SMILES: C(OC([N:8]1[C@H:13]([C:14]2[NH:15][C:16]([C:19]3[CH:20]=[C:21]4[C:26](=[CH:27][CH:28]=3)[CH:25]=[C:24]([C:29]3[CH:34]=[CH:33][C:32]([C:35]5[NH:39][C:38]([C@@H:40]6[CH2:45][C@@H:44]7[C@@H:42]([CH2:43]7)[N:41]6C(OC(C)(C)C)=O)=[N:37][CH:36]=5)=[CH:31][CH:30]=3)[CH:23]=[CH:22]4)=[CH:17][N:18]=2)[CH2:12][C@@H:11]2[C@H:9]1[CH2:10]2)=O)(C)(C)C.[C:53]([OH:59])([C:55]([F:58])([F:57])[F:56])=[O:54]>C(Cl)Cl>[C:53]([OH:59])([C:55]([F:58])([F:57])[F:56])=[O:54].[C@@H:9]12[CH2:10][C@@H:11]1[CH2:12][C@@H:13]([C:14]1[NH:18][CH:17]=[C:16]([C:19]3[CH:20]=[C:21]4[C:26](=[CH:27][CH:28]=3)[CH:25]=[C:24]([C:29]3[CH:34]=[CH:33][C:32]([C:35]5[N:39]=[C:38]([C@@H:40]6[CH2:45][C@@H:44]7[C@@H:42]([CH2:43]7)[NH:41]6)[NH:37][CH:36]=5)=[CH:31][CH:30]=3)[CH:23]=[CH:22]4)[N:15]=1)[NH:8]2. Reported procedure: To a solution of (1R,3S,5R)-tert-butyl 3-(5-(4-(6-(2-((1R,3S,5R)-2-(tert-butoxycarbonyl)-2-azabicyclo[3.1.0]hexan-3-yl)-1H-imidazol-5-yl)naphthalen-2-yl)phenyl)-1H-imidazol-2-yl)-2-azabicyclo[3.1.0]hexane-2-carboxylate (275 mg) in DCM (10 mL) was added TFA (2 mL, 26.0 mmol). The mixture was stirred for 2 h at room temperature. The volatiles were removed under vacuum and the crude residue was purified by a reverse phase HPLC (water/MeOH/TFA) to afford a TFA salt of (1R,3S,5R)-3-(4-(4-(6-(2-((1R,3... Reactants: C([O-])([O-])=O.[K+].[K+] (potassium carbonate), BrC1=CC(=C(CC2C(N(CCC2)C2CCCCC2)=O)C=C1)Cl (3-(4-bromo-2-chloro-benzyl)-1-cyclohexyl-piperidin-2-one), OC1CNCC1 (rac-3-hydroxy-pyrrolidine). Reagents/catalysts: [Cu]I (copper (I) iodide). Solvent: CC(=O)N(C)C (dimethylacetamide). The product is ClC1=C(CC2C(N(CC2)C2CCCCC2)=O)C=CC(=C1)N1CC(CC1)O (3-[2-Chloro-4-(3-hydroxy-pyrrolidin-1-yl)-benzyl]-1-cyclohexyl-pyrrolidin-2-one). The yield is 19.2%. RXN SMILES: Br[C:2]1[CH:21]=[CH:20][C:5]([CH2:6][CH:7]2[CH2:12][CH2:11]C[N:9]([CH:13]3[CH2:18][CH2:17][CH2:16][CH2:15][CH2:14]3)[C:8]2=[O:19])=[C:4]([Cl:22])[CH:3]=1.[OH:23][CH:24]1[CH2:28][CH2:27][NH:26][CH2:25]1.C(=O)([O-])[O-].[K+].[K+]>CC(N(C)C)=O.[Cu]I>[Cl:22][C:4]1[CH:3]=[C:2]([N:26]2[CH2:27][CH2:28][CH:24]([OH:23])[CH2:25]2)[CH:21]=[CH:20][C:5]=1[CH2:6][CH:7]1[CH2:12][CH2:11][N:9]([CH:13]2[CH2:14][CH2:15][CH2:16][CH2:17][CH2:18]2)[C:8]1=[O:19] |f:2.3.4|. Procedure: Dissolve 3-(4-bromo-2-chloro-benzyl)-1-cyclohexyl-piperidin-2-one (Example 55) (0.2 g, 0.54 mmol), rac-3-hydroxy-pyrrolidine (0.053 mL, 0.64 mmol), copper (I) iodide (10.5 mg, 0.05 mmol), in dimethylacetamide (1 mL) with potassium carbonate (0.13 g, 0.95 mmol), and heat at 90° C. 48 h. Evaporate and purify the residue by chromatography on silica gel (eluting 10% to 100% ethyl acetate in hexane) to give the desired product (39 mg, 19%). MS (ES+) m/z=377 (M+H)+. Reactants: O=C([O-])[O-], CN(C)C=O, COc1cc(CCl)ccc1OCc1nc(-c2ccccc2)oc1C, Cl, [K+], [K+], COC(=O)c1cc(O)nn1-c1ccccc1. Product: COC(=O)c1cc(OCc2ccc(OCc3nc(-c4ccccc4)oc3C)c(OC)c2)nn1-c1ccccc1. Reaction SMILES: [C:41](=[O:42])([O-:43])[O-:44].[CH3:48][N:49]([CH3:50])[CH:51]=[O:52].[Cl:17][CH2:18][c:19]1[cH:20][c:21]([O:39][CH3:40])[c:22]([O:23][CH2:24][c:25]2[n:26][c:27](-[c:31]3[cH:32][cH:33][cH:34][cH:35][cH:36]3)[o:28][c:29]2[CH3:30])[cH:37][cH:38]1.[ClH:47].[K+:45].[K+:46].[OH:1][c:2]1[n:3][n:4](-[c:11]2[cH:12][cH:13][cH:14][cH:15][cH:16]2)[c:5]([C:7](=[O:8])[O:9][CH3:10])[cH:6]1>>[O:1]([c:2]1[n:3][n:4](-[c:11]2[cH:12][cH:13][cH:14][cH:15][cH:16]2)[c:5]([C:7](=[O:8])[O:9][CH3:10])[cH:6]1)[CH2:18][c:19]1[cH:20][c:21]([O:39][CH3:40])[c:22]([O:23][CH2:24][c:25]2[n:26][c:27](-[c:31]3[cH:32][cH:33][cH:34][cH:35][cH:36]3)[o:28][c:29]2[CH3:30])[cH:37][cH:38]1. Reactants: COC(=O)C=1C=C2N=CC=NC2=CC1NC(=O)OC(C)(C)C (7-tert-butoxycarbonylamino-quinoxaline-6-carboxylic acid methyl ester), Cl (HCl). The solvent is O1CCOCC1 (dioxane). Run at temperature 50 celsius. Product: COC(=O)C=1C=C2N=CC=NC2=CC1N (7-amino-quinoxaline-6-carboxylic acid methyl ester). Yield: 45.1%. RXN SMILES: [CH3:1][O:2][C:3]([C:5]1[CH:6]=[C:7]2[C:12](=[CH:13][C:14]=1[NH:15]C(OC(C)(C)C)=O)[N:11]=[CH:10][CH:9]=[N:8]2)=[O:4].Cl>O1CCOCC1>[CH3:1][O:2][C:3]([C:5]1[CH:6]=[C:7]2[C:12](=[CH:13][C:14]=1[NH2:15])[N:11]=[CH:10][CH:9]=[N:8]2)=[O:4]. Procedure: 7.1 g (24.0 mmol) 7-tert-butoxycarbonylamino-quinoxaline-6-carboxylic acid methyl ester is added to 50 ml dioxane and 110 ml HCl 6N and heated at a temperature of 50° C. The dioxane phase is evaporated and the residue is diluted with 150 ml water. The water phase is neutralized with NaOH 2N (˜pH 8), saturated with NaCl and extracted with ethyl acetate and THF. After evaporation of the solvent, the residue is submitted to flash-chromatography to give 2.2 g (41%) of the title compound. m.p.: 180-1... Starting materials: Cl (hydrochloric acid), FC(S(=O)(=O)[O-])(F)F.[Na+] (sodium trifluoromethanesulfonate), aqueous solution, [OH-].[Na+] (sodium hydroxide), C(CC)C1CC2=CC=C(C=C2CC1)O (2-propyl-1,2,3,4-tetrahydro-6-naphthol), C(CC)C1CC2=CC=C(C=C2CC1)O (2-propyl-1,2,3,4-tetrahydro-6-naphthol), N,N′-difluoro-2,2′-bipyridinium bistetrafluoroborate. The solvent is O (Water), ClCCl (dichloromethane). Product: C(CC)C1CC2=CC=C(C(=C2CC1)F)O (2-propyl-5-fluoro-1,2,3,4-tetrahydro-6-naphthol), C(CC)C1CC2=CC(=C(C=C2CC1)O)F (2-propyl-7-fluoro-1,2,3,4-tetrahydro-6-naphthol). RXN SMILES: [CH2:1]([CH:4]1[CH2:13][CH2:12][C:11]2[C:6](=[CH:7][CH:8]=[C:9]([OH:14])[CH:10]=2)[CH2:5]1)[CH2:2][CH3:3].[F:15][C:16]([F:22])(F)S([O-])(=O)=O.[Na+].[OH-].[Na+].Cl>ClCCl.O>[CH2:1]([CH:4]1[CH2:13][CH2:12][C:11]2[C:6](=[CH:7][CH:8]=[C:9]([OH:14])[C:10]=2[F:15])[CH2:5]1)[CH2:2][CH3:3].[CH2:1]([CH:4]1[CH2:13][CH2:12][C:11]2[C:6](=[CH:7][C:16]([F:22])=[C:9]([OH:14])[CH:10]=2)[CH2:5]1)[CH2:2][CH3:3] |f:1.2,3.4|. Procedure details: 200 g of the 2-propyl-1,2,3,4-tetrahydro-6-naphthol obtained in (7-1) was dissolved in 1000 ml of dichloromethane, 5 g of sodium trifluoromethanesulfonate was added, and the mixture was stirred vigorously. 243 g of N,N′-difluoro-2,2′-bipyridinium bistetrafluoroborate was gradually added to the reaction mixture, and the resulting mixture was stirred for a further 5 hours at room temperature. Water, and then a 10% aqueous solution of sodium hydroxide were added, any excess fluorinating reagent was... Yields the product CCOC(=O)C(=O)c1cscn1. Starting materials: CCOC(=O)Cc1cscn1, ClCCCl, O. Reaction SMILES: [CH2:1]([CH3:2])[O:3][C:4]([CH2:5][c:6]1[n:7][cH:8][s:9][cH:10]1)=[O:11].[Cl:13][CH2:14][CH2:15][Cl:16].[OH2:12]>>[CH2:1]([CH3:2])[O:3][C:4]([C:5]([c:6]1[n:7][cH:8][s:9][cH:10]1)=[O:12])=[O:11]. The yield is 93.4%. The product is C(C)(=O)OCC(CCC1=CC=C(C=C1)O)NC(C)=O (2-Acetamido-4-(4-hydroxyphenyl)butyl acetate). Reported procedure: To a solution of 2-acetamido-4-(4-benzyloxyphenyl)butyl acetate (8.32 g) in ethanol (150 ml), 10% palladium-carbon (1 g) was added and the mixture was stirred, under a hydrogen atmosphere, at room temperature for 8.5 hours. Then, the catalyst was filtered off and the solvent was distilled away under reduced pressure. Ethanol (200 ml) and 10% pallladium-carbon (1 g) were added to the residue and the mixture was further stirred, under a hydrogen atmosphere, at room temperature for 3.5 hours. The c... The reactants are C(C)(=O)OCC(CCC1=CC=C(C=C1)OCC1=CC=CC=C1)NC(C)=O (2-acetamido-4-(4-benzyloxyphenyl)butyl acetate). Run in C(C)O (ethanol). As a reaction SMILES: [C:1]([O:4][CH2:5][CH:6]([NH:23][C:24](=[O:26])[CH3:25])[CH2:7][CH2:8][C:9]1[CH:14]=[CH:13][C:12]([O:15]CC2C=CC=CC=2)=[CH:11][CH:10]=1)(=[O:3])[CH3:2]>C(O)C.[C].[Pd]>[C:1]([O:4][CH2:5][CH:6]([NH:23][C:24](=[O:26])[CH3:25])[CH2:7][CH2:8][C:9]1[CH:10]=[CH:11][C:12]([OH:15])=[CH:13][CH:14]=1)(=[O:3])[CH3:2] |f:2.3|. The reagents and catalysts are [C].[Pd] (palladium-carbon). Reaction conditions: time 8.5 hour.